Task: describe an organic reaction: reactants, conditions, products, and yield. Dataset: the Open Reaction Database (ORD), a public repository of structured organic reaction records Reactants: S1C(=NC2=C1C=CC=C2)NC2=CC=C(OC1=C(C(=O)OC)C=CC=N1)C=C2 (methyl 2-(4-(benzo[d]thiazol-2-ylamino)phenoxy)nicotinate), C1CCOC1 (THF), O.[OH-].[Li+] (lithium hydroxide monohydrate). Solvent: O (water). Conditions: time 16 hour. Yields the product S1C(=NC2=C1C=CC=C2)NC2=CC=C(OC1=C(C(=O)O)C=CC=N1)C=C2 (2-(4-(benzo[d]thiazol-2-ylamino)-phenoxy)nicotinic acid). RXN SMILES: [S:1]1[C:5]2[CH:6]=[CH:7][CH:8]=[CH:9][C:4]=2[N:3]=[C:2]1[NH:10][C:11]1[CH:27]=[CH:26][C:14]([O:15][C:16]2[N:25]=[CH:24][CH:23]=[CH:22][C:17]=2[C:18]([O:20]C)=[O:19])=[CH:13][CH:12]=1.C1COCC1.O.[OH-].[Li+]>O>[S:1]1[C:5]2[CH:6]=[CH:7][CH:8]=[CH:9][C:4]=2[N:3]=[C:2]1[NH:10][C:11]1[CH:12]=[CH:13][C:14]([O:15][C:16]2[N:25]=[CH:24][CH:23]=[CH:22][C:17]=2[C:18]([OH:20])=[O:19])=[CH:26][CH:27]=1 |f:2.3.4|. Procedure details: To a solution of methyl 2-(4-(benzo[d]thiazol-2-ylamino)phenoxy)nicotinate (0.70 g, 1.84 mmol) in a mixed solvent of THF (6 mL) and water (2 mL) was added lithium hydroxide monohydrate (0.39 mg, 9.2 mmol). The reaction mixture was stirred at RT for 16 h. The reaction was quenched with aqueous 2N HCl to pH 5. The precipitate formed was collected by filtration, washed with water, dried to provide 2-(4-(benzo[d]thiazol-2-ylamino)-phenoxy)nicotinic acid as off-white solid. MS (ESI, pos. ion) m/z: 36... Reaction SMILES: [CH2:1]([O:8][C:9]1[CH:10]=[C:11]([OH:16])[CH:12]=[C:13]([CH3:15])[CH:14]=1)[C:2]1[CH:7]=[CH:6][CH:5]=[CH:4][CH:3]=1.C(N(CC)C(C)C)(C)C.[C:26]1([S:32](Cl)(=[O:34])=[O:33])[CH:31]=[CH:30][CH:29]=[CH:28][CH:27]=1>C(Cl)Cl.O>[CH2:1]([O:8][C:9]1[CH:10]=[C:11]([O:16][S:32]([C:26]2[CH:31]=[CH:30][CH:29]=[CH:28][CH:27]=2)(=[O:34])=[O:33])[CH:12]=[C:13]([CH3:15])[CH:14]=1)[C:2]1[CH:7]=[CH:6][CH:5]=[CH:4][CH:3]=1. Starting materials: C(C)(C)N(C(C)C)CC (N,N-diisopropylethylamine), C1(=CC=CC=C1)S(=O)(=O)Cl (benzenesulfonyl chloride), C(C1=CC=CC=C1)OC=1C=C(C=C(C1)C)O (3-benzyloxy-5-methylphenol). Solvent: C(Cl)Cl (methylene chloride), C(Cl)Cl (methylene chloride), O (water). Run at temperature 0 celsius, time 2 hour. Reported procedure: A solution of 3-benzyloxy-5-methylphenol (400 mg, 2.0 mmol), as prepared in step a of Example 3, in methylene chloride (10 mL) at 0° C. was treated with N,N-diisopropylethylamine (0.4 mL) and benzenesulfonyl chloride (354 mg, 2.0 mmol). The reaction mixture was stirred at 0° C. for 2 h and at room temperature for 2 h. The reaction mixture was diluted with methylene chloride (200 mL) and water (50 mL). The organic extract was washed sequentially with saturated NaHCO3 (2×50 mL) and brine (2×50 mL)... Isolated yield 95.2%. Product: C(C1=CC=CC=C1)OC=1C=C(C=C(C1)C)OS(=O)(=O)C1=CC=CC=C1 (Benzenesulfonic acid 3-benzyloxy-5-methylphenyl ester). Starting materials: FC1=CC=C(C=C1)NC(C1CCNCC1)C1=CC=C(C=C1)F (N,α-bis(4-fluorophenyl)-4-piperidinemethanamine), ClCCCOC1=CC=C(C=C1)C(C(C)C)=O (1-[4-(3-chloropropoxy)phenyl]-2-methyl-1-propanone), C([O-])([O-])=O.[K+].[K+] (potassium carbonate), [I-].[Na+] (sodium iodide), Cl (HCl). Run in C(Cl)Cl (methylene chloride), C(CCC)O (1-butanol). The product is Cl.Cl.FC1=CC=C(C=C1)C(C1CCN(CC1)CCCOC1=CC=C(C=C1)C(C(C)C)=O)NC1=CC=C(C=C1)F (1-[4-[3-[4-[(4-Fluorophenyl)[(4-fluorophenyl)amino]methyl]-1-piperidinyl]propoxy]phenyl]-2-methyl-1-propanone dihydrochloride). Reaction SMILES: [F:1][C:2]1[CH:7]=[CH:6][C:5]([NH:8][CH:9]([C:16]2[CH:21]=[CH:20][C:19]([F:22])=[CH:18][CH:17]=2)[CH:10]2[CH2:15][CH2:14][NH:13][CH2:12][CH2:11]2)=[CH:4][CH:3]=1.[Cl:23][CH2:24][CH2:25][CH2:26][O:27][C:28]1[CH:33]=[CH:32][C:31]([C:34](=[O:38])[CH:35]([CH3:37])[CH3:36])=[CH:30][CH:29]=1.C(=O)([O-])[O-].[K+].[K+].[I-].[Na+].[ClH:47]>C(O)CCC.C(Cl)Cl>[ClH:23].[ClH:47].[F:22][C:19]1[CH:18]=[CH:17][C:16]([CH:9]([NH:8][C:5]2[CH:4]=[CH:3][C:2]([F:1])=[CH:7][CH:6]=2)[CH:10]2[CH2:15][CH2:14][N:13]([CH2:24][CH2:25][CH2:26][O:27][C:28]3[CH:33]=[CH:32][C:31]([C:34](=[O:38])[CH:35]([CH3:37])[CH3:36])=[CH:30][CH:29]=3)[CH2:12][CH2:11]2)=[CH:21][CH:20]=1 |f:2.3.4,5.6,10.11.12|. Procedure details: A mixture of N,α-bis(4-fluorophenyl)-4-piperidinemethanamine (4.63 g, 0.0153 mol), 1-[4-(3-chloropropoxy)phenyl]-2-methyl-1-propanone (3.69 g, 0.0153 mol), and potassium carbonate (2.76 g, 0.02 mol) was heated at reflux 16 h in 350 mL 1-butanol containing sodium iodide (0.2 g). The reaction was concentrated to dryness and partitioned between chloroform and water. The chloroform layer was then extracted with 5% sodium hydroxide and dried (Na2SO4). The chloroform was removed to give a red oil. Thi... Procedure: Coupling of alcohol 50 with 3-bromobiphenyl was conducted following the method described in Example 21 to give 3-(3-(biphenyl-3-ylethynyl)phenyl)propan-1-ol. Purification by flash chromatography (5% EtOAc-hexanes) gave a brown oil. Yield (0.560 g, 67%): 1H NMR (400 MHz, CDCl3) δ 7.78 (br s, 1H), 7.61 (d, J=7.2 Hz, 2H), 7.56 (d, J=7.6 Hz, 1H), 7.51 (d, J=8.0 Hz, 1H), 7.37-7.48 (m, 6H), 7.29 (d, J=7.6 Hz, 1H), 7.19 (d, J=7.6 Hz, 1H), 3.70 (dt, J=6.2, 5.2 Hz, 2H), 2.73 (t, J=7.6 Hz, 2H), 1.92 (quin... Reactants: C(#C)C=1C=C(C=CC1)CCCO (3-(3-ethynylphenyl)propan-1-ol), BrC=1C=C(C=CC1)C1=CC=CC=C1 (3-bromobiphenyl). RXN SMILES: [C:1]([C:3]1[CH:4]=[C:5]([CH2:9][CH2:10][CH2:11][OH:12])[CH:6]=[CH:7][CH:8]=1)#[CH:2].Br[C:14]1[CH:15]=[C:16]([C:20]2[CH:25]=[CH:24][CH:23]=[CH:22][CH:21]=2)[CH:17]=[CH:18][CH:19]=1>>[C:16]1([C:20]2[CH:21]=[CH:22][CH:23]=[CH:24][CH:25]=2)[CH:17]=[CH:18][CH:19]=[C:14]([C:2]#[C:1][C:3]2[CH:4]=[C:5]([CH2:9][CH2:10][CH2:11][OH:12])[CH:6]=[CH:7][CH:8]=2)[CH:15]=1. Yields the product C1(=CC(=CC=C1)C#CC=1C=C(C=CC1)CCCO)C1=CC=CC=C1 (3-(3-(biphenyl-3-ylethynyl)phenyl)propan-1-ol). Reactants: CC1=NC(=CC(N1)=O)C(F)(F)F (2-Methyl-6-trifluoromethyl-4H-pyrimidin-4-one), CN(C1=CC=CC=C1)C (N,N-dimethylaniline), P(=O)(Cl)(Cl)Cl (phosphorus oxychloride). The product is ClC1=NC(=NC(=C1)C(F)(F)F)C (4-Chloro-2-methyl-6-(trifluoromethyl)pyrimidine). Yield: 91.0%. RXN SMILES: [CH3:1][C:2]1[NH:7][C:6](=O)[CH:5]=[C:4]([C:9]([F:12])([F:11])[F:10])[N:3]=1.CN(C)C1C=CC=CC=1.P(Cl)(Cl)([Cl:24])=O>>[Cl:24][C:6]1[CH:5]=[C:4]([C:9]([F:12])([F:11])[F:10])[N:3]=[C:2]([CH3:1])[N:7]=1. Procedure: 2-Methyl-6-trifluoromethyl-4H-pyrimidin-4-one of Example 4 (2.00 g, 11.2 mmol) was mixed with phosphorus oxychloride (10 mL) and N,N-dimethylaniline (2 mL), and refluxed for 3 h. The dark solution was poured into crushed ice and extracted with Et2O. The organic layer was washed with H2O (twice), dried over Na2SO4, then evaporated to dryness to afford 2.00 g (91%) of an oil.